describe an organic reaction: reactants, conditions, products, and yield From a dataset of the Open Reaction Database (ORD), a public repository of structured organic reaction records. The reactants are BrC=1C=CC(=NC1)[N+](=O)[O-] (5-Bromo-2-nitro-pyridine), COC(=C(C)C)O[Si](C)(C)C ((1-methoxy-2-methyl-propenyloxy)-trimethyl-silane). Reagents/catalysts: C=1C=CC(=CC1)/C=C/C(=O)/C=C/C2=CC=CC=C2.C=1C=CC(=CC1)/C=C/C(=O)/C=C/C2=CC=CC=C2.[Pd] (bis(dibenzylideneacetone)palladium), [F-].[Zn+2].[F-] (zinc fluoride). The product is COC(C(C)(C=1C=NC(=CC1)[N+](=O)[O-])C)=O (2-methyl-2-(6-nitropyridin-3-yl)-propionic acid methyl ester). The yield is 24.0%. As a reaction SMILES: Br[C:2]1[CH:3]=[CH:4][C:5]([N+:8]([O-:10])=[O:9])=[N:6][CH:7]=1.[CH3:11][O:12][C:13]([O:17][Si](C)(C)C)=[C:14]([CH3:16])[CH3:15]>C1C=CC(/C=C/C(/C=C/C2C=CC=CC=2)=O)=CC=1.C1C=CC(/C=C/C(/C=C/C2C=CC=CC=2)=O)=CC=1.[Pd].[F-].[Zn+2].[F-]>[CH3:11][O:12][C:13](=[O:17])[C:14]([CH3:16])([C:2]1[CH:7]=[N:6][C:5]([N+:8]([O-:10])=[O:9])=[CH:4][CH:3]=1)[CH3:15] |f:2.3.4,5.6.7|. Reported procedure: 5-Bromo-2-nitro-pyridine (7.0 g, 35 mmol), (1-methoxy-2-methyl-propenyloxy)-trimethyl-silane (12.0 g, 69 mmol), bis(dibenzylideneacetone)palladium (1.0 g, 1.75 mmol), and zinc fluoride (1.8 g, 17.5 mmol) were added to a round bottom flask and purged with nitrogen. Tri-tert-butylphosphine (3.5 ml of a 1.0 M solution in toluene) and 140 ml of DMF were added by syringe. The reaction mixture was heated at 80 degrees centigrade overnight. The reaction was diluted with ethyl acetate, water was added, ... Reactants: IC(C)C (2-iodopropane), IC(C)C (2-iodopropane), [H-].[Na+] (sodium hydride), [H-].[Na+] (Sodium hydride), oil, C[C@@H]1N([C@@H](CCC1)C)CCNC(=O)[C@H]1N(CCCC1)C=1OC2=C(N1)C=CC(=C2)O ((2S)-N-2-[(cis)-2,6-dimethyl-1-piperidinyl]ethyl-1-(6-hydroxy-1,3-benzoxazol-2-yl)-2-piperidinecarboxamide). The solvent is CN(C=O)C (dimethylformamide). Conditions: time 4 hour. Yields the product C(C)(C)OC1=CC2=C(N=CO2)C=C1.N1C(CCCC1)C(=O)N (6-isopropoxy-1,3-benzoxazol 2-piperidinecarboxamide). RXN SMILES: [H-].[Na+].C[C@H]1CCC[C@@H](C)N1CC[NH:13][C:14]([C@@H:16]1[CH2:21][CH2:20][CH2:19][CH2:18][N:17]1[C:22]1[O:23][C:24]2[CH:30]=[C:29]([OH:31])[CH:28]=[CH:27][C:25]=2[N:26]=1)=[O:15].I[CH:33]([CH3:35])[CH3:34]>CN(C)C=O>[CH:33]([O:31][C:29]1[CH:28]=[CH:27][C:25]2[N:26]=[CH:22][O:23][C:24]=2[CH:30]=1)([CH3:35])[CH3:34].[NH:17]1[CH2:18][CH2:19][CH2:20][CH2:21][CH:16]1[C:14]([NH2:13])=[O:15] |f:0.1,5.6|. Reported procedure: Sodium hydride as a 60% dispersion in oil (6 mg) was added to a solution of (2S)-N-2-[(cis)-2,6-dimethyl-1-piperidinyl]ethyl-1-(6-hydroxy-1,3-benzoxazol-2-yl)-2-piperidinecarboxamide (54.5 mg) [see Preparation 39] in dimethylformamide (2 ml) at 0° C. After 5 minutes 2-iodopropane (0.014 ml) were added. The reaction mixture was stirred at room temperature for 4 hours, after which time sodium hydride (3 mg) followed by 2-iodopropane (0.007 ml) was added. The mixture was stirred for a further 18 ho... Reactants: Cl (hydrogen chloride), C(CCC)OC1=C(C=CC=C1)C(=CSC1=CC=CC=C1)C=1NC=CN1 (1-(2-n-butyloxyphenyl)-1-imidazolyl-2-phenylthioethylene), C(CCC)OC1=C(C=CC=C1)C(=CSC1=CC=CC=C1)C=1NC=CN1 (1-(2-n-butyloxyphenyl)-1-imidazolyl-2-phenylthioethylene). The product is OC1=C(C=CC=C1)C(=CSC1=CC=CC=C1)C=1NC=CN1 (1-(2-hydroxyphenyl)-1 -imidazolyl-2-phenylthioethylene). As a reaction SMILES: Cl.C([O:6][C:7]1[CH:12]=[CH:11][CH:10]=[CH:9][C:8]=1[C:13]([C:22]1[NH:23][CH:24]=[CH:25][N:26]=1)=[CH:14][S:15][C:16]1[CH:21]=[CH:20][CH:19]=[CH:18][CH:17]=1)CCC>>[OH:6][C:7]1[CH:12]=[CH:11][CH:10]=[CH:9][C:8]=1[C:13]([C:22]1[NH:26][CH:25]=[CH:24][N:23]=1)=[CH:14][S:15][C:16]1[CH:21]=[CH:20][CH:19]=[CH:18][CH:17]=1. Reported procedure: After adding an equivalent amount of hydrogen chloride to 100 mg of an oily substance which was Isomer B (Compound 66) of 1-(2-n-butyloxyphenyl)-1-imidazolyl-2-phenylthioethylene obtained from Compound 62 in the same manner as in Example 10, the resultant precipitate was recrystallized from ethyl acetate/acetone to obtain 75 mg of Isomer B (Compound 95) of 1-(2-n-butyloxyphenyl)-1-imidazolyl-2-phenylthioethylene hydrochloride as colorless crystals.